Dataset: the Open Reaction Database (ORD), a public repository of structured organic reaction records. Task: describe an organic reaction: reactants, conditions, products, and yield As a reaction SMILES: [CH3:13][CH2:14][OH:15].[O:1]=[C:2]1[NH:3][S:4](=[O:5])(=[O:6])[c:7]2[cH:8][cH:9][cH:10][cH:11][c:12]21>>[O:1]=[C:2]1[N:3]([CH2:14][OH:15])[S:4](=[O:5])(=[O:6])[c:7]2[cH:8][cH:9][cH:10][cH:11][c:12]21. The reactants are CCO, O=C1NS(=O)(=O)c2ccccc21. Product: O=C1c2ccccc2S(=O)(=O)N1CO. Reactants: C(C)N(C(=O)C1=C(C=CC(=C1)C=1C=NN(C1)CCCO)NC1=NC(=NC=C1C(F)(F)F)NC1=C(C=C(CP(OCC)(O)=O)C=C1)OC)CC (Ethyl hydrogen (4-{[4-({2-(diethylcarbamoyl)-4-[1-(3-hydroxypropyl)-1H-pyrazol-4-yl]phenyl}amino)-5-(trifluoromethyl)pyrimidin-2-yl]amino}-3-methoxybenzyl)phosphonate), C(C)NC(=O)C1=C(C=CC(=C1)C=1C=NN(C1)CCCO)NC1=NC(=NC=C1C(F)(F)F)NC1=C(C=C(CP(OCC)(OCC)=O)C=C1)OC (diethyl (4-{[4-({2-(ethylcarbamoyl)-4-[1-(3-hydroxypropyl)-1H-pyrazol-4-yl]phenyl}amino)-5-(trifluoromethyl)pyrimidin-2-yl]amino}-3-methoxybenzyl)phosphonate). Product: C(C)NC(=O)C1=C(C=CC(=C1)C=1C=NN(C1)CCCO)NC1=NC(=NC=C1C(F)(F)F)NC1=C(C=C(CP(OCC)(O)=O)C=C1)OC (Ethyl hydrogen (4-{[4-({2-(ethylcarbamoyl)-4-[1-(3-hydroxypropyl)-1H-pyrazol-4-yl]phenyl}amino)-5-(trifluoromethyl)pyrimidin-2-yl]amino}-3-methoxybenzyl)phosphonate), white solid. Isolated yield 65.0%. RXN SMILES: [CH2:1]([N:3](CC)[C:4]([C:6]1[CH:11]=[C:10]([C:12]2[CH:13]=[N:14][N:15]([CH2:17][CH2:18][CH2:19][OH:20])[CH:16]=2)[CH:9]=[CH:8][C:7]=1[NH:21][C:22]1[C:27]([C:28]([F:31])([F:30])[F:29])=[CH:26][N:25]=[C:24]([NH:32][C:33]2[CH:45]=[CH:44][C:36]([CH2:37][P:38](=[O:43])([OH:42])[O:39][CH2:40][CH3:41])=[CH:35][C:34]=2[O:46][CH3:47])[N:23]=1)=[O:5])[CH3:2].C(NC(C1C=C(C2C=NN(CCCO)C=2)C=CC=1NC1C(C(F)(F)F)=CN=C(NC2C=CC(CP(=O)(OCC)OCC)=CC=2OC)N=1)=O)C>>[CH2:1]([NH:3][C:4]([C:6]1[CH:11]=[C:10]([C:12]2[CH:13]=[N:14][N:15]([CH2:17][CH2:18][CH2:19][OH:20])[CH:16]=2)[CH:9]=[CH:8][C:7]=1[NH:21][C:22]1[C:27]([C:28]([F:31])([F:29])[F:30])=[CH:26][N:25]=[C:24]([NH:32][C:33]2[CH:45]=[CH:44][C:36]([CH2:37][P:38](=[O:42])([OH:43])[O:39][CH2:40][CH3:41])=[CH:35][C:34]=2[O:46][CH3:47])[N:23]=1)=[O:5])[CH3:2]. Procedure: Prepared analogously to Compound 3A using diethyl (4-{[4-({2-(ethylcarbamoyl)-4-[1-(3-hydroxypropyl)-1H-pyrazol-4-yl]phenyl}amino)-5-(trifluoromethyl)pyrimidin-2-yl]amino}-3-methoxybenzyl)phosphonate (Compound 9B, 570 mg, 808 μmol) to afford the title compound as 349 mg of a white solid (65%). 1H NMR (400 MHz, CD3OD) δ 8.30 (d, J=8.6 Hz, 1H), 8.27 (s, 1H), 8.16 (s, 1H), 7.93 (s, 1H), 7.85 (d, J=8.1 Hz, 1H), 7.82 (d, J=2.0 Hz, 1H), 7.66 (dd, J=2.0, 8.6 Hz, 1H), 7.05 (s, 1H), 6.80 (d, J=8.3 Hz, 1H...